Dataset: the Open Reaction Database (ORD), a public repository of structured organic reaction records. Task: describe an organic reaction: reactants, conditions, products, and yield Reaction SMILES: [Br:1][C:2]1[CH:8]=[CH:7][C:5]([NH2:6])=[CH:4][C:3]=1[CH3:9].[C:10]1([CH3:22])[CH:15]=[CH:14][C:13]([S:16]([N:19]=[C:20]=[O:21])(=[O:18])=[O:17])=[CH:12][CH:11]=1>C1(C)C=CC=CC=1.C(Cl)Cl>[Br:1][C:2]1[CH:8]=[CH:7][C:5]([NH:6][C:20]([NH:19][S:16]([C:13]2[CH:14]=[CH:15][C:10]([CH3:22])=[CH:11][CH:12]=2)(=[O:18])=[O:17])=[O:21])=[CH:4][C:3]=1[CH3:9]. Solvent: C1(=CC=CC=C1)C (toluene), C(Cl)Cl (methylene chloride), C1(=CC=CC=C1)C (toluene), C(Cl)Cl (methylene chloride). Product: BrC1=C(C=C(C=C1)NC(=O)NS(=O)(=O)C1=CC=C(C=C1)C)C (N-([(4-bromo-3-methylphenyl)amino]carbonyl)-4-methylbenzenesulfonamide). Procedure details: A solution of 5.58 g of 4-bromo-3-methylaniline in 20 ml of toluene and 5 ml of methylene chloride was added to a solution of 5.91 g of p-toluenesulfonyl isocyanate in 50 ml of toluene and 10 ml of methylene chloride under a nitrogen atmosphere. The mixture was stirred overnight and filtered, providing 9.19 g of the title product, m.p. 178°-180° C. The reactants are BrC1=C(C=C(N)C=C1)C (4-bromo-3-methylaniline), C1(=CC=C(C=C1)S(=O)(=O)N=C=O)C (p-toluenesulfonyl isocyanate). Yield: 80.0%. Run at time 8 hour. The reactants are NC=1C(=CC(=C(C1)N1C(C2=C(C1=O)CCCC2)=O)F)Cl (N-(5-amino-4-chloro-2-fluorophenyl)-3,4,5,6-tetrahydrophthalimide), BrC(C(=O)OC1COCC1OC(C)=O)C (4-acetoxytetrahydrofuran-3-yl 2-bromopropionate), C(O)([O-])=O.[Na+] (sodium hydrogencarbonate), C=1(C(=CC=CC1)C)C (xylene). Solvent: C(C)(=O)OCC (ethyl acetate). Run at time 4 hour. The product is C(C)(=O)OC1C(COC1)OC(=O)C(C)NC=1C(=CC(=C(C1)N1C(C2=C(C1=O)CCCC2)=O)F)Cl (N-(5-(1-(4-Acetoxytetrahydrofuran-3-yloxycarbonyl)ethylamino)-4-chloro-2-fluorophenyl)-3,4,5,6-tetrahydrophthalimide). Yield: 32.9%. Reaction SMILES: [NH2:1][C:2]1[C:3]([Cl:20])=[CH:4][C:5]([F:19])=[C:6]([N:8]2[C:12](=[O:13])[C:11]3[CH2:14][CH2:15][CH2:16][CH2:17][C:10]=3[C:9]2=[O:18])[CH:7]=1.Br[CH:22]([CH3:35])[C:23]([O:25][CH:26]1[CH:30]([O:31][C:32](=[O:34])[CH3:33])[CH2:29][O:28][CH2:27]1)=[O:24].C(=O)([O-])O.[Na+].C1(C)C(C)=CC=CC=1>C(OCC)(=O)C>[C:32]([O:31][CH:30]1[CH2:29][O:28][CH2:27][CH:26]1[O:25][C:23]([CH:22]([NH:1][C:2]1[C:3]([Cl:20])=[CH:4][C:5]([F:19])=[C:6]([N:8]2[C:12](=[O:13])[C:11]3[CH2:14][CH2:15][CH2:16][CH2:17][C:10]=3[C:9]2=[O:18])[CH:7]=1)[CH3:35])=[O:24])(=[O:34])[CH3:33] |f:2.3|. Procedure details: A mixture of 8.84 g of N-(5-amino-4-chloro-2-fluorophenyl)-3,4,5,6-tetrahydrophthalimide, 12.6 g of 4-acetoxytetrahydrofuran-3-yl 2-bromopropionate, 3.02 g of sodium hydrogencarbonate and 3 ml of xylene was heated under stirring at 150° to 160° C. for 4 hours. Adding ethyl acetate to the reaction mixture while it remained warm, the resulting mixture was washed with water, subsequently with aqueous saturated sodium chloride solution, and dried over anhydrous magnesium sulfate. After distilling of... Starting materials: [OH-].[Na+] (sodium hydroxide), C\C(=C/C(=O)OCC)\C=C\C=C(/C)\C=1COC2=CC=C(C=C2C1)C1=CC=CC=C1 (Ethyl (2E,4E,6E)-3-methyl-7-(6-phenyl-2H-chromen-3-yl)octa-2,4,6-trienoate), Cl (hydrochloric acid). Solvent: C(C)O (ethanol), O (water), O (water). Reaction conditions: time 1 hour. The product is C\C(=C/C(=O)O)\C=C\C=C(/C)\C=1COC2=CC=C(C=C2C1)C1=CC=CC=C1 ((2E,4E,6E)-3-Methyl-7-(6-phenyl-2H-chromen-3-yl)octa-2,4,6-trienoic acid). Yield: 67.5%. As a reaction SMILES: [OH-].[Na+].[CH3:3]/[C:4](/[CH:11]=[CH:12]/[CH:13]=[C:14](/[C:16]1[CH2:17][O:18][C:19]2[C:24]([CH:25]=1)=[CH:23][C:22]([C:26]1[CH:31]=[CH:30][CH:29]=[CH:28][CH:27]=1)=[CH:21][CH:20]=2)\[CH3:15])=[CH:5]\[C:6]([O:8]CC)=[O:7].Cl>C(O)C.O>[CH3:3]/[C:4](/[CH:11]=[CH:12]/[CH:13]=[C:14](/[C:16]1[CH2:17][O:18][C:19]2[C:24]([CH:25]=1)=[CH:23][C:22]([C:26]1[CH:27]=[CH:28][CH:29]=[CH:30][CH:31]=1)=[CH:21][CH:20]=2)\[CH3:15])=[CH:5]\[C:6]([OH:8])=[O:7] |f:0.1|. Procedure details: 44 ml of 35% sodium hydroxide are added to a solution of 7.34 g (19 mmol) of the ester obtained in Example 25 in a mixture of 310 ml of ethanol and 140 ml of distilled water. The reaction mixture is then refluxed for 2 hours. The solution, cooled to +10° C., is acidified to pH 4 by means of a 4N hydrochloric acid solution. After the addition of 80 ml of water, the mixture is stirred at +10° C. for one hour. After filtration, the solid is rinsed with water and dried in a vacuum oven at 70° C. ove... Starting materials: benzyl ester, CC1([C@@H](N2[C@H](S1)[C@@H](C2=O)NC(=O)CC=3C=CC=CC3)C(=O)O)C (penicillin G), [Cl-].[Li+] (lithium chloride). The solvent is CO (methanol), C(C)(C)(C)O (tert-butyl alcohol). The product is C(C1=CC=CC=C1)OC(=O)C(=C(C)C)N1[C@@H]2OC(=N[C@@H]2C1=O)CC1=CC=CC=C1 ((1S, 5R)-6-(1-benzyloxycarbonyl-2-methyl-1-propenyl)-3-benzyl-4-oxa-2,6-diazabicyclo-[3.2.0]hept-2-en-7-one). The yield is 88.0%. As a reaction SMILES: [Cl-].[Li+].[CH3:3][C:4]1([CH3:25])S[C@@H:7]2[C@H:9]([NH:12][C:13]([CH2:15][C:16]3[CH:17]=[CH:18][CH:19]=[CH:20][CH:21]=3)=[O:14])[C:10](=[O:11])[N:6]2[C@H:5]1[C:22]([OH:24])=[O:23]>CO.C(O)(C)(C)C>[CH2:15]([O:24][C:22]([C:5]([N:6]1[C:10](=[O:11])[C@@H:9]2[C@H:7]1[O:14][C:13]([CH2:15][C:16]1[CH:17]=[CH:18][CH:19]=[CH:20][CH:21]=1)=[N:12]2)=[C:4]([CH3:25])[CH3:3])=[O:23])[C:16]1[CH:17]=[CH:18][CH:19]=[CH:20][CH:21]=1 |f:0.1|. Procedure: A 6.2 mg quantity of lithium chloride was dissolved in a mixture of 2 ml of methanol and 0.5 ml of tert-butyl alcohol. To the solution was added 62.4 mg of benzyl ester of penicillin G to prepare an electrolyte. The electrolyte was subjected to electrolysis under the same conditions as in Example 1. The isolation and purification gives 50 mg of contemplated compound in 88% yield. Reactants: CC(=O)O, Nc1ccc(-c2nc3ccc(C4(c5ccccc5)CC4)nc3s2)c(F)c1, CC(C)(C)OC(=O)NC1CC(=O)OC1=O, c1ccccc1. Product: CC(C)(C)OC(=O)NC(CC(=O)O)C(=O)Nc1ccc(-c2nc3ccc(C4(c5ccccc5)CC4)nc3s2)c(F)c1. Reaction SMILES: [CH3:42][C:43](=[O:44])[OH:45].[F:1][c:2]1[cH:3][c:4]([NH2:26])[cH:5][cH:6][c:7]1-[c:8]1[s:9][c:10]2[n:11][c:12]([C:17]3([c:20]4[cH:21][cH:22][cH:23][cH:24][cH:25]4)[CH2:18][CH2:19]3)[cH:13][cH:14][c:15]2[n:16]1.[O:27]=[C:28]1[O:29][C:30](=[O:41])[CH2:31][CH:32]1[NH:33][C:34]([O:35][C:36]([CH3:37])([CH3:38])[CH3:39])=[O:40].[cH:46]1[cH:47][cH:48][cH:49][cH:50][cH:51]1>>[F:1][c:2]1[cH:3][c:4]([NH:26][C:28](=[O:27])[CH:32]([CH2:31][C:30](=[O:29])[OH:41])[NH:33][C:34]([O:35][C:36]([CH3:37])([CH3:38])[CH3:39])=[O:40])[cH:5][cH:6][c:7]1-[c:8]1[s:9][c:10]2[n:11][c:12]([C:17]3([c:20]4[cH:21][cH:22][cH:23][cH:24][cH:25]4)[CH2:18][CH2:19]3)[cH:13][cH:14][c:15]2[n:16]1. The reactants are CCO, Cc1cc([N+](=O)[O-])cnc1F, [H][H]. Product: Cc1cc(N)cnc1F. RXN SMILES: [CH3:14][CH2:15][OH:16].[F:1][c:2]1[n:3][cH:4][c:5]([N+:9]([O-:10])=[O:11])[cH:6][c:7]1[CH3:8].[H:12][H:13]>>[F:1][c:2]1[n:3][cH:4][c:5]([NH2:9])[cH:6][c:7]1[CH3:8].